Dataset: the Open Reaction Database (ORD), a public repository of structured organic reaction records. Task: describe an organic reaction: reactants, conditions, products, and yield Reactants: C1COCCN1, C1COCCO1, Cc1ccccc1-c1cc2nc(Cl)cc(Cl)n2n1. Yields the product Cc1ccccc1-c1cc2nc(Cl)cc(N3CCOCC3)n2n1. As a reaction SMILES: [CH2:19]1[CH2:20][O:21][CH2:22][CH2:23][NH:24]1.[CH2:25]1[O:26][CH2:27][CH2:28][O:29][CH2:30]1.[Cl:1][c:2]1[n:3][c:4]2[n:5]([c:6]([Cl:8])[cH:7]1)[n:9][c:10](-[c:12]1[c:13]([CH3:18])[cH:14][cH:15][cH:16][cH:17]1)[cH:11]2>>[Cl:1][c:2]1[n:3][c:4]2[n:5]([c:6]([N:24]3[CH2:19][CH2:20][O:21][CH2:22][CH2:23]3)[cH:7]1)[n:9][c:10](-[c:12]1[c:13]([CH3:18])[cH:14][cH:15][cH:16][cH:17]1)[cH:11]2. Reactants: C1C(C)O1 (propylene oxide), C1CO1 (ethylene oxide), C(=C)OC (methyl vinyl ether), COC(CC(OC)OC)OC (1,1,3,3-tetramethoxypropane), COC(CC1OCCO1)OC (2-(2',2'-dimethoxyethyl)-(1,3)-dioxolane), malondialdehyde bis-(ethyleneacetal), COC(C)OC(CC(OC)OC)OC (1-methoxyethoxy-1,3,3-trimethoxypropane). The solvent is C(=O)OC (methyl formate). Yields the product COC(CC1OCCO1)OCCOC (2-(2'-methoxy-2'-methoxyethoxy-ethyl)-(1,3)-dioxolane). Reaction SMILES: C1OC1C.[CH2:5]1[O:7][CH2:6]1.C(OC)=C.[CH3:12][O:13][CH:14]([O:21][CH3:22])[CH2:15][CH:16]([O:19][CH3:20])[O:17][CH3:18].COC(OC)CC1OCCO1.COC(OC(OC)CC(OC)OC)C>C(OC)=O>[CH3:22][O:21][CH:14]([O:13][CH2:12][CH2:6][O:7][CH3:5])[CH2:15][CH:16]1[O:19][CH2:20][CH2:18][O:17]1. Procedure: The procedure described in Example 4 is followed, but instead of the propylene oxide solution 107 parts by volume/hour of a 50 percent strength by weight solution of ethylene oxide in methyl formate are used. In this example, only 40 parts by volume/hour of the methyl vinyl ether solution are employed. After working up as in Example 4, a mixture of 1,1,3,3-tetramethoxypropane, 2-(2',2'-dimethoxyethyl)-(1,3)-dioxolane, malondialdehyde bis-(ethyleneacetal), 1-methoxyethoxy-1,3,3-trimethoxypropane ... The reactants are Br, ClCCl, [Cu]Br, Nc1cncc(C(F)(F)F)c1, O=N[O-], [Na+], O. Yields the product FC(F)(F)c1cncc(Br)c1. RXN SMILES: [BrH:16].[CH2:18]([Cl:19])[Cl:20].[Cu:21][Br:22].[F:5][C:6]([c:7]1[cH:8][c:9]([NH2:13])[cH:10][n:11][cH:12]1)([F:14])[F:15].[N:1]([O-:2])=[O:3].[Na+:4].[OH2:17]>>[F:5][C:6]([c:7]1[cH:8][c:9]([Br:16])[cH:10][n:11][cH:12]1)([F:14])[F:15]. The reactants are C(CC)[C@@H]1CC[C@H](CC1)CCC1CCC(CC1)=O (4-[2-(trans-4-propylcyclohexyl)ethyl]cyclohexanone), BrC1=CC(=C(C(=C1)F)F)F (1-bromo-3,4,5-trifluorobenzene). The product is C(CC)[C@@H]1CC[C@H](CC1)CC[C@@H]1CC[C@H](CC1)C1=CC(=C(C(=C1)F)F)F (1-(trans-4-propylcyclohexyl)-2-[trans-4-(3,4,5-trifluorophenyl)cyclohexyl]ethane). Reaction SMILES: [CH2:1]([C@H:4]1[CH2:9][CH2:8][C@H:7]([CH2:10][CH2:11][CH:12]2[CH2:17][CH2:16][C:15](=O)[CH2:14][CH2:13]2)[CH2:6][CH2:5]1)[CH2:2][CH3:3].Br[C:20]1[CH:25]=[C:24]([F:26])[C:23]([F:27])=[C:22]([F:28])[CH:21]=1>>[CH2:1]([C@H:4]1[CH2:9][CH2:8][C@H:7]([CH2:10][CH2:11][C@H:12]2[CH2:17][CH2:16][C@H:15]([C:20]3[CH:25]=[C:24]([F:26])[C:23]([F:27])=[C:22]([F:28])[CH:21]=3)[CH2:14][CH2:13]2)[CH2:6][CH2:5]1)[CH2:2][CH3:3]. Reported procedure: Using 4-[2-(trans-4-propylcyclohexyl)ethyl]cyclohexanone and 1-bromo-3,4,5-trifluorobenzene as starting raw materials, 1-(trans-4-propylcyclohexyl)-2-[trans-4-(3,4,5-trifluorophenyl)cyclohexyl]ethane was obtained in the same manner as in Example 1.